Dataset: the Open Reaction Database (ORD), a public repository of structured organic reaction records. Task: describe an organic reaction: reactants, conditions, products, and yield Starting materials: C(C)(C)(C)C=1C(=C(C(=O)O)C=C(C1)C(C)(C)C)OCC (3,5-di-t-butyl-2-ethoxybenzoic acid), O.O.O.O.O.O.O.S(=O)(=O)([O-])[O-].[Zn+2] (zinc sulfate heptahydrate), O (water), [OH-].[K+] (potassium hydroxide), O (water). Solvent: CO (methyl alcohol). Run at temperature 60 celsius, time 2 hour. Product: C(C)(C)(C)C=1C(=C(C(=O)[O-])C=C(C1)C(C)(C)C)OCC.[Zn+2].C(C)(C)(C)C=1C(=C(C(=O)[O-])C=C(C1)C(C)(C)C)OCC (zinc 3,5-di-t-butyl-2-ethoxybenzoate). As a reaction SMILES: [C:1]([C:5]1[C:6]([O:18][CH2:19][CH3:20])=[C:7]([CH:11]=[C:12]([C:14]([CH3:17])([CH3:16])[CH3:15])[CH:13]=1)[C:8]([OH:10])=[O:9])([CH3:4])([CH3:3])[CH3:2].[OH-].[K+].O.O.O.O.O.O.O.O.S([O-])([O-])(=O)=O.[Zn+2:36]>CO>[C:1]([C:5]1[C:6]([O:18][CH2:19][CH3:20])=[C:7]([CH:11]=[C:12]([C:14]([CH3:17])([CH3:16])[CH3:15])[CH:13]=1)[C:8]([O-:10])=[O:9])([CH3:4])([CH3:2])[CH3:3].[Zn+2:36].[C:1]([C:5]1[C:6]([O:18][CH2:19][CH3:20])=[C:7]([CH:11]=[C:12]([C:14]([CH3:17])([CH3:16])[CH3:15])[CH:13]=1)[C:8]([O-:10])=[O:9])([CH3:4])([CH3:2])[CH3:3] |f:1.2,4.5.6.7.8.9.10.11.12,14.15.16|. Procedure details: Five parts of 3,5-di-t-butyl-2-ethoxybenzoic acid was dissolved in 80 parts of methyl alcohol, followed by the addition of an aqueous solution of 1.1 parts of 96% potassium hydroxide in 10 parts of water. The resulting mixture was heated to 60° C. An aqueous solution of 2.6 parts of zinc sulfate heptahydrate in 10 parts of water was dropped into the resulting mixture over a period of 15 minutes. After the completion of the dropping, the obtained mixture was stirred at that temperature for 2 hour... Reactants: C1COCCO1, COCOc1ccc(-c2ccc3c(c2CN(C(=O)OCC2c4ccccc4-c4ccccc42)c2ccccc2OC)N(C)C(=O)C(C)(C)N3)c(OC)c1, CCOC(C)=O, Cl, C1COCCO1. The product is COc1cc(O)ccc1-c1ccc2c(c1CN(C(=O)OCC1c3ccccc3-c3ccccc31)c1ccccc1OC)N(C)C(=O)C(C)(C)N2. Reaction SMILES: [CH2:61]1[O:62][CH2:63][CH2:64][O:65][CH2:66]1.[CH3:1][O:2][c:3]1[c:4](-[c:13]2[cH:14][cH:15][c:16]3[c:21]([c:22]2[CH2:23][N:24]([C:25](=[O:26])[O:27][CH2:28][CH:29]2[c:30]4[cH:31][cH:32][cH:33][cH:34][c:35]4-[c:36]4[cH:37][cH:38][cH:39][cH:40][c:41]42)[c:42]2[c:43]([O:48][CH3:49])[cH:44][cH:45][cH:46][cH:47]2)[N:20]([CH3:50])[C:19](=[O:51])[C:18]([CH3:52])([CH3:53])[NH:17]3)[cH:5][cH:6][c:7]([O:9][CH2:10][O:11][CH3:12])[cH:8]1.[CH3:67][CH2:68][O:69][C:70](=[O:71])[CH3:72].[ClH:60].[O:54]1[CH2:55][CH2:56][O:57][CH2:58][CH2:59]1>>[CH3:1][O:2][c:3]1[c:4](-[c:13]2[cH:14][cH:15][c:16]3[c:21]([c:22]2[CH2:23][N:24]([C:25](=[O:26])[O:27][CH2:28][CH:29]2[c:30]4[cH:31][cH:32][cH:33][cH:34][c:35]4-[c:36]4[cH:37][cH:38][cH:39][cH:40][c:41]42)[c:42]2[c:43]([O:48][CH3:49])[cH:44][cH:45][cH:46][cH:47]2)[N:20]([CH3:50])[C:19](=[O:51])[C:18]([CH3:52])([CH3:53])[NH:17]3)[cH:5][cH:6][c:7]([OH:9])[cH:8]1. Starting materials: CN1C=2C=CC=CC2C(C2=CC=CC=C12)=NNC(=S)N (10-methyl-9acridanone thiosemicarbazone), ClCC=O (chloroacetaldehyde). Run in CO (methanol). The product is Cl.S1C(=NC=C1)NN=C1C2=CC=CC=C2N(C=2C=CC=CC12)C (10-methyl-9-acridanone (2-thiazolyl)hydrazone hydrochloride). As a reaction SMILES: [CH3:1][N:2]1[C:15]2[C:10](=[CH:11][CH:12]=[CH:13][CH:14]=2)[C:9](=[N:16][NH:17][C:18]([NH2:20])=[S:19])[C:8]2[CH:7]=[CH:6][CH:5]=[CH:4][C:3]1=2.[Cl:21][CH2:22][CH:23]=O>CO>[ClH:21].[S:19]1[CH:23]=[CH:22][N:20]=[C:18]1[NH:17][N:16]=[C:9]1[C:10]2[CH:11]=[CH:12][CH:13]=[CH:14][C:15]=2[N:2]([CH3:1])[C:3]2[C:8]1=[CH:7][CH:6]=[CH:5][CH:4]=2 |f:3.4|. Procedure: 1.9 g of 10-methyl-9acridanone thiosemicarbazone are suspended in 100 ml of methanol and stirred at 50° for 6 hours with 1.73 ml of chloroacetaldehyde (50percent aqueous solution). The mixture is concentrated, the crystalline product is filtered and washed successively with ethanol, water, ethanol and ether. There is obtained 10-methyl-9-acridanone (2-thiazolyl)hydrazone hydrochloride of melting point 224°-225° (decomposition). Starting materials: Cl.OCCON (O-(2-hydroxyethyl)hydroxylamine hydrochloride), C(=O)C1=CC=2N(C=C1)C(=CN2)C=2C=C(C=CC2)C2=C(SC=C2)C#N (3-[3-(7-formylimidazo[1,2-α]pyridin -3-yl)phenyl]thiophene-2-carbonitrile). Yields the product OCCON=CC1=CC=2N(C=C1)C(=CN2)C=2C=C(C=CC2)C2=C(SC=C2)C#N (3-[3-(7-(2-Hydroxyethoxy)iminomethylimidazo[1,2-α]pyridin-3-yl)phenyl]thiophene-2-carbonitrile), solid. Isolated yield 55.0%. As a reaction SMILES: Cl.[OH:2][CH2:3][CH2:4][O:5][NH2:6].[CH:7]([C:9]1[CH:14]=[CH:13][N:12]2[C:15]([C:18]3[CH:19]=[C:20]([C:24]4[CH:28]=[CH:27][S:26][C:25]=4[C:29]#[N:30])[CH:21]=[CH:22][CH:23]=3)=[CH:16][N:17]=[C:11]2[CH:10]=1)=O>>[OH:2][CH2:3][CH2:4][O:5][N:6]=[CH:7][C:9]1[CH:14]=[CH:13][N:12]2[C:15]([C:18]3[CH:19]=[C:20]([C:24]4[CH:28]=[CH:27][S:26][C:25]=4[C:29]#[N:30])[CH:21]=[CH:22][CH:23]=3)=[CH:16][N:17]=[C:11]2[CH:10]=1 |f:0.1|. Procedure: The title compound was prepared in a similar manner to that described in Example 14 using O-(2-hydroxyethyl)hydroxylamine hydrochloride (93 mg, 0.82 mmol) and 3-[3-(7-formylimidazo[1,2-α]pyridin -3-yl)phenyl]thiophene-2-carbonitrile (67 mg, 0.20 mmol) to afford a white crystalline solid (43 mg, 55%), essentially as a single geometric isomer, m.p. 224-225° C. 1H NMR (360 MHz, CDCl3) δH 3.94-3.97 (2H, m), 4.32-4.36 (2H, m), 7.31-7.38 (2H, m), 7.64-7.72 (5H, m), 7.80 (1H, s), 7.88 (1H, s), 8.17 (1H...